This data is from the Open Reaction Database (ORD), a public repository of structured organic reaction records. The task is: describe an organic reaction: reactants, conditions, products, and yield The reactants are FC1=C(C=C(N)C=C1)C (4-fluoro-3-methylaniline), C(C(=C)C)(=O)Cl (methacryloyl chloride). Product: FC1=C(C=C(C=C1)NC(C(=C)C)=O)C (N-(4-Fluoro-3-methylphenyl)-2-methylacrylamide). RXN SMILES: [F:1][C:2]1[CH:8]=[CH:7][C:5]([NH2:6])=[CH:4][C:3]=1[CH3:9].[C:10](Cl)(=[O:14])[C:11]([CH3:13])=[CH2:12]>>[F:1][C:2]1[CH:8]=[CH:7][C:5]([NH:6][C:10](=[O:14])[C:11]([CH3:13])=[CH2:12])=[CH:4][C:3]=1[CH3:9]. Reported procedure: N-(4-Fluoro-3-methylphenyl)-2-methylacrylamide was prepared as described in Example 1a starting from 4-fluoro-3-methylaniline and methacryloyl chloride. 1H NMR (400 MHz, DMSO-d6): 1.94 (3H, s), 2.21 (3H, s), 5.50 (1H, s), 5.78 (1H, s), 7.05-7.10 (1H, m), 7.48-7.51 (1H, m), 7.57-7.59 (1H, m), 9.75 (1H, s). The reactants are solution, N (ammonia), [N+](=O)([O-])C=1C=2C3=C(CN(CC3=CC1)C(C(F)(F)F)=O)C=CC2S(=O)(=O)Cl (7-nitro-2,3-dihydro-2-trifluoroacetyl-1H-Benz[de]isoquinoline-6-sulfonyl chloride). Run in CO (methanol), CO (methanol). Conditions: time 24 hour. Yields the product [N+](=O)([O-])C=1C=2C3=C(CNCC3=CC1)C=CC2S(=O)(=O)N (7-nitro-2,3-dihydro-1H-Benz[de]isoquinoline-6-sulfonic Acid Amide). As a reaction SMILES: [NH3:1].[N+:2]([C:5]1[C:6]2[C:7]3[C:12](=[CH:13][CH:14]=1)[CH2:11][N:10](C(=O)C(F)(F)F)[CH2:9][C:8]=3[CH:21]=[CH:22][C:23]=2[S:24](Cl)(=[O:26])=[O:25])([O-:4])=[O:3]>CO>[N+:2]([C:5]1[C:6]2[C:7]3[C:12](=[CH:13][CH:14]=1)[CH2:11][NH:10][CH2:9][C:8]=3[CH:21]=[CH:22][C:23]=2[S:24]([NH2:1])(=[O:26])=[O:25])([O-:4])=[O:3]. Procedure: A 2M solution of ammonia in methanol (10 mL) is added to a solution of 7-nitro-2,3-dihydro-2-trifluoroacetyl-1H-Benz[de]isoquinoline-6-sulfonyl chloride (4 mmol) in 40 mL of methanol and the resulting mixture is stirred at room temperature for 24 hours. The mixture is then concentrated under vacuum and the residue is partitioned between ethyl acetate and water. The organic layer is dried over magnesium sulfate and concentrated to afford the title compound. The crude product can be purified by re... The reactants are CO, O=C(OO)c1cccc(Cl)c1, c1cc2cc(-c3cnc(OC4C5CC6CC4CN(C6)C5)s3)ccc2[nH]1. Product: [O-][N+]12CC3CC(C1)C(Oc1ncc(-c4ccc5[nH]ccc5c4)s1)C(C3)C2. As a reaction SMILES: [CH3:37][OH:38].[OH:26][O:27][C:28]([c:29]1[cH:30][c:31]([Cl:32])[cH:33][cH:34][cH:35]1)=[O:36].[nH:1]1[cH:2][cH:3][c:4]2[cH:5][c:6](-[c:10]3[cH:11][n:12][c:13]([O:15][CH:16]4[CH:17]5[CH2:18][N:19]6[CH2:20][CH:21]([CH2:22][CH:23]4[CH2:24]6)[CH2:25]5)[s:14]3)[cH:7][cH:8][c:9]12>>[nH:1]1[cH:2][cH:3][c:4]2[cH:5][c:6](-[c:10]3[cH:11][n:12][c:13]([O:15][CH:16]4[CH:17]5[CH2:18][N+:19]6([O-:26])[CH2:20][CH:21]([CH2:22][CH:23]4[CH2:24]6)[CH2:25]5)[s:14]3)[cH:7][cH:8][c:9]12. Reaction SMILES: [O:1]([c:2]1[cH:3][cH:4][cH:5][cH:6][cH:7]1)[CH2:8][CH2:9][S:10][CH2:11][c:12]1[n:13][n:14][c:15](-[c:17]2[cH:18][cH:19][c:20]([C:21](=[O:22])[OH:23])[cH:24][cH:25]2)[o:16]1.[O:26]1[CH2:27][CH2:28][N:29]([CH2:32][CH2:33][CH2:34][NH2:35])[CH2:30][CH2:31]1>>[O:1]([c:2]1[cH:3][cH:4][cH:5][cH:6][cH:7]1)[CH2:8][CH2:9][S:10][CH2:11][c:12]1[n:13][n:14][c:15](-[c:17]2[cH:18][cH:19][c:20]([C:21](=[O:23])[NH:35][CH2:34][CH2:33][CH2:32][N:29]3[CH2:28][CH2:27][O:26][CH2:31][CH2:30]3)[cH:24][cH:25]2)[o:16]1. Starting materials: O=C(O)c1ccc(-c2nnc(CSCCOc3ccccc3)o2)cc1, NCCCN1CCOCC1. Product: O=C(NCCCN1CCOCC1)c1ccc(-c2nnc(CSCCOc3ccccc3)o2)cc1. Reactants: CC(=O)[O-], CC(=O)[O-], ClCCl, Cn1c(=O)[nH]c2nc(Cl)n(Cc3ccccc3C#N)c2c1=O, [Cu+2], OB(O)Oc1ccccc1, c1ccncc1. Product: Cn1c(=O)c2c(nc(Cl)n2Cc2ccccc2C#N)n(-c2ccccc2)c1=O. As a reaction SMILES: [C:42]([O-:43])(=[O:44])[CH3:45].[C:47]([O-:48])(=[O:49])[CH3:50].[CH2:39]([Cl:40])[Cl:41].[CH3:1][n:2]1[c:3](=[O:4])[nH:5][c:6]2[n:7][c:8]([Cl:22])[n:9]([CH2:13][c:14]3[c:15]([C:20]#[N:21])[cH:16][cH:17][cH:18][cH:19]3)[c:10]2[c:11]1=[O:12].[Cu+2:46].[c:23]1([O:29][B:30]([OH:31])[OH:32])[cH:24][cH:25][cH:26][cH:27][cH:28]1.[cH:33]1[cH:34][cH:35][n:36][cH:37][cH:38]1>>[CH3:1][n:2]1[c:3](=[O:4])[n:5](-[c:23]2[cH:24][cH:25][cH:26][cH:27][cH:28]2)[c:6]2[n:7][c:8]([Cl:22])[n:9]([CH2:13][c:14]3[c:15]([C:20]#[N:21])[cH:16][cH:17][cH:18][cH:19]3)[c:10]2[c:11]1=[O:12].